Dataset: the Open Reaction Database (ORD), a public repository of structured organic reaction records. Task: describe an organic reaction: reactants, conditions, products, and yield Reactants: CCn1cnc2c(Nc3cccc(C(=O)OC)c3)nc(NC3CCC(O)CC3)nc21, CO, [Li+], [OH-], O. Product: CCn1cnc2c(Nc3cccc(C(=O)O)c3)nc(NC3CCC(O)CC3)nc21. Reaction SMILES: [CH3:1][O:2][C:3]([c:4]1[cH:5][c:6]([NH:10][c:11]2[c:12]3[n:13][cH:14][n:15]([CH2:28][CH3:29])[c:16]3[n:17][c:18]([NH:20][CH:21]3[CH2:22][CH2:23][CH:24]([OH:27])[CH2:25][CH2:26]3)[n:19]2)[cH:7][cH:8][cH:9]1)=[O:30].[CH3:34][OH:35].[Li+:33].[OH-:32].[OH2:31]>>[O:2]=[C:3]([c:4]1[cH:5][c:6]([NH:10][c:11]2[c:12]3[n:13][cH:14][n:15]([CH2:28][CH3:29])[c:16]3[n:17][c:18]([NH:20][CH:21]3[CH2:22][CH2:23][CH:24]([OH:27])[CH2:25][CH2:26]3)[n:19]2)[cH:7][cH:8][cH:9]1)[OH:30]. Reactants: [N+](=O)(O)[O-] (nitric acid), C(C)(=O)OC(C)=O (acetic anhydride), C1[C@H]([C@@H]2[C@H](O1)[C@H](CO2)O)O (isosorbide), ice water. Reagents/catalysts: C1(=CC=C(C=C1)S(=O)(=O)O)C (p-toluenesulphonic acid). Solvent: C(C)(=O)O (acetic acid), C(C)(=O)O (acetic acid), C(CCl)Cl (ethylene chloride), O (water), O (water). Run at temperature 10 celsius. Yields the product C1[C@@H]([C@@H]2[C@H](O1)[C@@H](CO2)O[N+](=O)[O-])O (isosorbide-5-nitrate). Isolated yield 42.0%. Reaction SMILES: [CH2:1]1[O:5][C@@H:4]2[C@@H:6]([OH:9])[CH2:7][O:8][C@@H:3]2[C@@H:2]1[OH:10].[N+:11]([O-])([OH:13])=[O:12].C(OC(=O)C)(=O)C>C(Cl)CCl.C1(C)C=CC(S(O)(=O)=O)=CC=1.C(O)(=O)C.O>[CH2:1]1[O:5][C@@H:4]2[C@H:6]([O:9][N+:11]([O-:13])=[O:12])[CH2:7][O:8][C@@H:3]2[C@H:2]1[OH:10]. Procedure details: An admixture of 146 g of isosorbide, 60 g of glacial acetic acid and 5 g of p-toluenesulphonic acid in 700 ml of ethylene chloride are boiled under reflux, with the interposition of a water separator, until no more water is split off. The reaction mixture is then concentrated; the residue is taken up in 400 ml of methylene chloride and extracted by shaking twice with 100 ml of aqueous concentrated sodium bicarbonate solution. The aqueous phases are extracted by shaking twice with 200 ml of methy... The reactants are ClC1=CC=C(C=C1)C=1N=C2N(C=CC=C2)C1CN1C(N=C(C=C1)NCC)=O (1-((2-(4-chlorophenyl)imidazo[1,2-a]pyridin-3-yl)methyl)-4-(ethylamino)pyrimidin-2(1H)-one), ClC1=NC(N(C=C1)CC1=C(N=C2N1C=CC=C2)C2=CC=C(C=C2)Cl)=O (4-chloro-1-((2-(4-chlorophenyl)imidazo[1,2-a]pyridin-3-yl)methyl)pyrimidin-2(1H)-one), CNC (dimethylamine). Product: ClC1=CC=C(C=C1)C=1N=C2N(C=CC=C2)C1CN1C(N=C(C=C1)N(C)C)=O (1-((2-(4-chlorophenyl)imidazo[1,2-a]pyridin-3-yl)methyl)-4-(dimethylamino)pyrimidin-2(1H)-one). RXN SMILES: [Cl:1][C:2]1[CH:7]=[CH:6][C:5]([C:8]2[N:9]=[C:10]3[CH:15]=[CH:14][CH:13]=[CH:12][N:11]3[C:16]=2[CH2:17][N:18]2[CH:23]=[CH:22][C:21]([NH:24][CH2:25]C)=[N:20][C:19]2=[O:27])=[CH:4][CH:3]=1.Cl[C:29]1C=CN(CC2N3C=CC=CC3=NC=2C2C=CC(Cl)=CC=2)C(=O)N=1.CNC>>[Cl:1][C:2]1[CH:7]=[CH:6][C:5]([C:8]2[N:9]=[C:10]3[CH:15]=[CH:14][CH:13]=[CH:12][N:11]3[C:16]=2[CH2:17][N:18]2[CH:23]=[CH:22][C:21]([N:24]([CH3:29])[CH3:25])=[N:20][C:19]2=[O:27])=[CH:4][CH:3]=1. Reported procedure: The title compound was prepared according to the experimental for compound 132 from 4-chloro-1-((2-(4-chlorophenyl)imidazo[1,2-a]pyridin-3-yl)methyl)pyrimidin-2(1H)-one and dimethylamine. M/e+ 380 for C20H19ClN5O (M+H)+; 1H-NMR (400 MHz, CDCl3) δ 8.44 (d, J=6.9 Hz, 1H), 7.67 (d, J=8.4 Hz, 2H), 7.63 (d, J=8.8 Hz, 1H), 7.47 (d, J=8.4 Hz, 2H), 7.28 (d, J=6.9 Hz, 1H), 6.86 (t, J=6.6 Hz, 1H), 6.75 (d, J=7.7 Hz, 1H), 5.63 (d, J=7.7 Hz, 1H), 5.56 (s, 2H), 3.18 (s, 3H), 2.96 (s, 3H) ppm. Starting materials: CCOC(=O)C1=C(O)c2cc(Br)ccc2C(C)(C)C1=O, CC(C)(C)OC(=O)CN, C1COCCO1, CCOC(C)=O, CCN(C(C)C)C(C)C, Cl. Yields the product CC(C)(C)OC(=O)CNC(=O)C1=C(O)c2cc(Br)ccc2C(C)(C)C1=O. As a reaction SMILES: [Br:1][c:2]1[cH:3][c:4]2[c:9]([cH:10][cH:11]1)[C:8]([CH3:12])([CH3:13])[C:7](=[O:14])[C:6]([C:15](=[O:16])[O:17][CH2:18][CH3:19])=[C:5]2[OH:20].[C:22]([CH3:23])([CH3:24])([CH3:25])[O:26][C:27]([CH2:28][NH2:29])=[O:30].[CH2:40]1[O:41][CH2:42][CH2:43][O:44][CH2:45]1.[CH3:46][CH2:47][O:48][C:49]([CH3:50])=[O:51].[CH:31]([N:32]([CH2:33][CH3:34])[CH:35]([CH3:36])[CH3:37])([CH3:38])[CH3:39].[ClH:21]>>[Br:1][c:2]1[cH:3][c:4]2[c:9]([cH:10][cH:11]1)[C:8]([CH3:12])([CH3:13])[C:7](=[O:14])[C:6]([C:15](=[O:16])[NH:29][CH2:28][C:27]([O:26][C:22]([CH3:23])([CH3:24])[CH3:25])=[O:30])=[C:5]2[OH:20].